Dataset: the Open Reaction Database (ORD), a public repository of structured organic reaction records. Task: describe an organic reaction: reactants, conditions, products, and yield The reactants are ClC1=CC=C(C=C1)C1=NC=2C(=NC=CC2)N1CC(=O)O (2-(4-chlorophenyl)-3H-imidazo[4,5-b]pyridine-3-acetic acid), C(=O)(N1C=NC=C1)N1C=NC=C1 (1,1'-carbonyldiimidazole), C(CCC)NCCCC (di-n-butylamine). The solvent is O1CCCC1 (tetrahydrofuran). Run at time 3 hour. Yields the product ClC1=CC=C(C=C1)C1=NC=2C(=NC=CC2)N1CC(=O)N(CCCC)CCCC (2-(4-Chlorophenyl)-N,N-dibutyl-3H-imidazo[4,5-b]pyridine-3-acetamide). RXN SMILES: [Cl:1][C:2]1[CH:7]=[CH:6][C:5]([C:8]2[N:16]([CH2:17][C:18]([OH:20])=O)[C:11]3=[N:12][CH:13]=[CH:14][CH:15]=[C:10]3[N:9]=2)=[CH:4][CH:3]=1.C(N1C=CN=C1)(N1C=CN=C1)=O.[CH2:33]([NH:37][CH2:38][CH2:39][CH2:40][CH3:41])[CH2:34][CH2:35][CH3:36]>O1CCCC1>[Cl:1][C:2]1[CH:3]=[CH:4][C:5]([C:8]2[N:16]([CH2:17][C:18]([N:37]([CH2:38][CH2:39][CH2:40][CH3:41])[CH2:33][CH2:34][CH2:35][CH3:36])=[O:20])[C:11]3=[N:12][CH:13]=[CH:14][CH:15]=[C:10]3[N:9]=2)=[CH:6][CH:7]=1. Procedure: Under nitrogen bubbling, a mixture of 2-(4-chlorophenyl)-3H-imidazo[4,5-b]pyridine-3-acetic acid (5.0 g, 0.0174 mole) and 1,1'-carbonyldiimidazole (2.82 g, 0.0174 mole) in 150 ml tetrahydrofuran was stirred at room temperature for 3 hrs. The di-n-butylamine (2.59 g, 0.02 mole) was added and the reaction mixture was heated at 60° C. for 3 hrs. Reactants: C#CCC12CCC(=O)C=C1C=CC1C3CCC(=O)C3(C)CCC12, C1COCCO1. Product: C#CCC12C=CC(=O)C=C1C=CC1C3CCC(=O)C3(C)CCC12. Reaction SMILES: [CH2:1]([C:2]#[CH:3])[C:4]12[CH2:5][CH2:6][C:7](=[O:23])[CH:8]=[C:9]1[CH:10]=[CH:11][CH:12]1[CH:13]3[CH2:14][CH2:15][C:16](=[O:22])[C:17]3([CH3:18])[CH2:19][CH2:20][CH:21]21.[O:24]1[CH2:25][CH2:26][O:27][CH2:28][CH2:29]1>>[CH2:1]([C:2]#[CH:3])[C:4]12[CH:5]=[CH:6][C:7](=[O:23])[CH:8]=[C:9]1[CH:10]=[CH:11][CH:12]1[CH:13]3[CH2:14][CH2:15][C:16](=[O:22])[C:17]3([CH3:18])[CH2:19][CH2:20][CH:21]21. Reactants: OC1=C(CN(C2=CC=CC=C12)C1=CC=CC=C1)C(=O)NC=1SC=CN1 (1,2-dihydro-4-hydroxy-1-phenyl-N-(2-thiazolyl)-3-quinolinecarboxamide), [Mn](=O)(=O)(=O)[O-].[Ba+2].[Mn](=O)(=O)(=O)[O-] (barium permanganate). Run in ClCCl (dichloromethane), ClCCl (dichloromethane). Conditions: time 6 hour. The product is O=C1C(=CN(C2=CC=CC=C12)C1=CC=CC=C1)C(=O)NC=1SC=CN1 (1,4-dihydro-4-oxo-1-phenyl-N-(2-thiazolyl)-3-quinolinecarboxamide). Isolated yield 86.0%. As a reaction SMILES: [OH:1][C:2]1[C:11]2[C:6](=[CH:7][CH:8]=[CH:9][CH:10]=2)[N:5]([C:12]2[CH:17]=[CH:16][CH:15]=[CH:14][CH:13]=2)[CH2:4][C:3]=1[C:18]([NH:20][C:21]1[S:22][CH:23]=[CH:24][N:25]=1)=[O:19].[Mn]([O-])(=O)(=O)=O.[Ba+2].[Mn]([O-])(=O)(=O)=O>ClCCl>[O:1]=[C:2]1[C:11]2[C:6](=[CH:7][CH:8]=[CH:9][CH:10]=2)[N:5]([C:12]2[CH:13]=[CH:14][CH:15]=[CH:16][CH:17]=2)[CH:4]=[C:3]1[C:18]([NH:20][C:21]1[S:22][CH:23]=[CH:24][N:25]=1)=[O:19] |f:1.2.3|. Procedure: To a stirred solution of 6.67 g of 1,2-dihydro-4-hydroxy-1-phenyl-N-(2-thiazolyl)-3-quinolinecarboxamide in 100 ml of dichloromethane was added, dropwise, a solution of 26.7 g of barium permanganate in 500 ml of dichloromethane. After stirring for six hours at room temperature the solution was filtered and evaporated. Recrystallization of the residue from chloroform yielded 5.70 g (86%) of 1,4-dihydro-4-oxo-1-phenyl-N-(2-thiazolyl)-3-quinolinecarboxamide, m.p. 290° C.